Task: describe an organic reaction: reactants, conditions, products, and yield. Dataset: the Open Reaction Database (ORD), a public repository of structured organic reaction records Starting materials: S1C(=NC=C1)CC1=CCN(CC1)C(=O)OC(C)(C)C (tert-butyl 4-(thiazol-2-ylmethyl)-5,6-dihydropyridine-1(2H)-carboxylate), Cl (HCl). The solvent is C(Cl)Cl (CH2Cl2), C(C)OCC (diethyl ether). Run at temperature 27.5 celsius, time 2 hour. Yields the product Cl.N1CCC(=CC1)CC=1SC=CN1 (2-((1,2,3,6-tetrahydropyridin-4-yl)methyl)thiazole hydrochloric acid). RXN SMILES: [S:1]1[CH:5]=[CH:4][N:3]=[C:2]1[CH2:6][C:7]1[CH2:12][CH2:11][N:10](C(OC(C)(C)C)=O)[CH2:9][CH:8]=1.[ClH:20]>C(Cl)Cl.C(OCC)C>[ClH:20].[NH:10]1[CH2:9][CH:8]=[C:7]([CH2:6][C:2]2[S:1][CH:5]=[CH:4][N:3]=2)[CH2:12][CH2:11]1 |f:4.5|. Procedure: To a stirred solution of tert-butyl 4-(thiazol-2-ylmethyl)-5,6-dihydropyridine-1(2H)-carboxylate (F) (1.5 g, 5.36 mmol) in CH2Cl2 (20 mL) was added 2M HCl in diethyl ether (5 mL) dropwise at 0° C. and the reaction mixture was allowed to stir at 20-35° C. for 2 h. Then the reaction mixture was rotary evaporated under vacuum to get the desired compound as a brown liquid (1.6 g); 1H NMR (400 MHz, DMSO-d6) δ 9.23 (bs, 2H), 7.77 (d, J=2.5 Hz, 1H), 7.68 (d, J=3.2 Hz, 1H), 5.61 (s, 1H), 3.80 (s, 2H), 3...